From a dataset of the Open Reaction Database (ORD), a public repository of structured organic reaction records. describe an organic reaction: reactants, conditions, products, and yield The reactants are C(C)(C)(C)OC(=O)NC1=C2C=NN(C2=CC=C1)C(C(=O)OC)(CC)C1=CC=C(C=C1)Cl (Methyl 2-(4-((tert-butoxycarbonyl)amino)-1H-indazol-1-yl)-2-(4-chlorophenyl)butanoate), [Li+].[OH-] (LiOH). Solvent: O1CCOCC1 (1,4-dioxane), O (water). Conditions: temperature 70 celsius, time 5 hour. Product: C(C)(C)(C)OC(=O)NC1=C2C=NN(C2=CC=C1)C(C(=O)O)(CC)C1=CC=C(C=C1)Cl (2-(4-((tert-butoxycarbonyl)amino)-1H-indazol-1-yl)-2-(4-chlorophenyl)butanoic acid). As a reaction SMILES: [C:1]([O:5][C:6]([NH:8][C:9]1[CH:17]=[CH:16][CH:15]=[C:14]2[C:10]=1[CH:11]=[N:12][N:13]2[C:18]([C:25]1[CH:30]=[CH:29][C:28]([Cl:31])=[CH:27][CH:26]=1)([CH2:23][CH3:24])[C:19]([O:21]C)=[O:20])=[O:7])([CH3:4])([CH3:3])[CH3:2].[Li+].[OH-]>O1CCOCC1.O>[C:1]([O:5][C:6]([NH:8][C:9]1[CH:17]=[CH:16][CH:15]=[C:14]2[C:10]=1[CH:11]=[N:12][N:13]2[C:18]([C:25]1[CH:30]=[CH:29][C:28]([Cl:31])=[CH:27][CH:26]=1)([CH2:23][CH3:24])[C:19]([OH:21])=[O:20])=[O:7])([CH3:2])([CH3:3])[CH3:4] |f:1.2|. Reported procedure: Methyl 2-(4-((tert-butoxycarbonyl)amino)-1H-indazol-1-yl)-2-(4-chlorophenyl)butanoate (0.5 g, 1.13 mmol) (enantiomer A intermediate), as described in example 18 step D, as described in Example 18 step D, was dissolved in a mixture of 1,4-dioxane (1.0 mL) and water (0.25 mL) followed by addition of LiOH (0.27 g, 11.26 mmol). The mixture was stirred at 70° C. for 5 hours, then concentrated to remove solvent. The residue was dissolved in water (20 mL) and acidified with 1 N aq. HCl solution (11.3 m... Starting materials: ClC1=C(C=CC=C1)C=1C=C2[C@H]3[C@@H](N4C2=C(C1)OCC4)CCN(C3)C(=O)OC(C)(C)C (tert-butyl(6bR,10aS)-5-(2-chlorophenyl)-1,2,6b,9,10,10a-hexahydro[1,4]oxazino[2,3,4-hi]pyrido[4,3-b]indole-8(7H)-carboxylate), C(=O)(C(F)(F)F)O (TFA). The solvent is C(Cl)Cl (CH2Cl2). Run at time 3 hour. Product: ClC1=C(C=CC=C1)C=1C=C2[C@@H]3[C@@H](N4C2=C(C1)OCC4)CCN=C3 ((6bR,10aS)-5-(2-chlorophenyl)-1,2,6b,9,10,10a-hexahydro[1,4]oxazino[2,3,4-hi]pyrido[4,3-b]indole). Yield: 95.0%. As a reaction SMILES: [Cl:1][C:2]1[CH:7]=[CH:6][CH:5]=[CH:4][C:3]=1[C:8]1[CH:9]=[C:10]2[C:14]3=[C:15]([O:17][CH2:18][CH2:19][N:13]3[C@H:12]3[CH2:20][CH2:21][N:22](C(OC(C)(C)C)=O)[CH2:23][C@@H:11]23)[CH:16]=1.C(O)(C(F)(F)F)=O>C(Cl)Cl>[Cl:1][C:2]1[CH:7]=[CH:6][CH:5]=[CH:4][C:3]=1[C:8]1[CH:9]=[C:10]2[C:14]3=[C:15]([O:17][CH2:18][CH2:19][N:13]3[C@H:12]3[CH2:20][CH2:21][N:22]=[CH:23][C@H:11]23)[CH:16]=1. Reported procedure: To a solution of tert-butyl(6bR,10aS)-5-(2-chlorophenyl)-1,2,6b,9,10,10a-hexahydro[1,4]oxazino[2,3,4-hi]pyrido[4,3-b]indole-8(7H)-carboxylate in CH2Cl2 (2.4 mL) was added TFA (0.6 mL) and the reaction mixture was stirred for 3 h. The reaction mixture was concentrated in vacuo, diluted with CH2Cl2 (100 mL), washed with NaHCO3 (100 mL) and brine (100 mL), dried over MgSO4 and concentrated in vacuo to afford the title compound (130 mg, 95%) as a light yellow oil. 1H NMR (CDCl3) δ1.78-1.99 (m, 2H), ... Starting materials: 2-O-methoxylmethyl allyl iodide, C(C)[C@@H]1C[C@H]2[C@H]([C@H](OC=3C=CC(=CC23)O)C2=CC=C(C=C2)O)C1 ((2R, 3aR, 4S, 9bS)-2-Ethyl-4-(4-hydroxy-phenyl)-1,2,3,3a,4,9b-hexahydro-cyclopenta[c]chromen-8-ol), C1CCOC1 (THF), C[Si](C)(C)[N-][Si](C)(C)C.[K+] (KHMDS), CN(P(=O)(N(C)C)N(C)C)C (hexamethylphosphoramide), COC1CC2C(C(OC=3C=CC(=CC23)OCOC)C2=CC=C(C=C2)OCOC)C1 (2-Methoxy-8-methoxymethoxy-4-(4-methoxymethoxy-phenyl)-1,2,3,3a,4,9b-hexahydro-cyclopenta[c]chromene). Reaction conditions: time 1.5 hour. Product: C(C=C)C1C(C(OC2=CC=C(C=C12)OCC1=CC=CC=C1)=O)CC(=C)OCOC (4-Allyl-6-benzyloxy-3-(2-methoxymethoxy-allyl)-chroman-2-one). RXN SMILES: C([C@H]1C[C@H:6]2[C@@H:7]([C:16]3[CH:21]=[CH:20][C:19](O)=[CH:18][CH:17]=3)[O:8][C:9]3C=CC(O)=CC=3[C@H]2C1)C.C[Si]([N-][Si](C)(C)C)(C)C.[K+].CN(C)P(N(C)C)(N(C)C)=O.COC1CC2[CH:51]([C:63]3[CH:68]=[CH:67][C:66](OCOC)=[CH:65][CH:64]=3)[O:52][C:53]3[CH:54]=[CH:55][C:56]([O:59][CH2:60][O:61]C)=[CH:57][C:58]=3C2C1.C1C[O:77][CH2:76]C1>>[CH2:19]([CH:20]1[C:57]2[C:56](=[CH:55][CH:54]=[C:53]([O:52][CH2:51][C:63]3[CH:68]=[CH:67][CH:66]=[CH:65][CH:64]=3)[CH:58]=2)[O:59][C:60](=[O:61])[CH:21]1[CH2:16][C:7]([O:8][CH2:9][O:77][CH3:76])=[CH2:6])[CH:18]=[CH2:17] |f:1.2|. Procedure details: Cool a solution of Preparation 39 (3.65 g, 12.4 mmol) in THF (90 mL) to −78 C. Add a solution of KHMDS (32 mL, 0.5 M in toluene, 16 mmoL) over 5 min, then allow to stir for 15 in at −78 C. Add hexamethylphosphoramide (HMPA) via syringe (2.8 mL, 16.1 mmoL) quickly, and allow to stir for 20 min at −78 C. Add 2-O-methoxylmethyl allyl iodide (4.24 g) over 2 min, and then allow the solution to warm to −50 C. over 1.5 h. Pour the contents of the reaction into ½ satd. NaHCO3 and extract with Et2O (2×10... Reactants: N1([C@H](C(=O)N[C@@H](CC2=CC=CC=C2)C(=O)N([C@@H](CC2=CC=CC=C2)C(=O)N(C)CC(=O)N[C@@H](CC(C)C)C(=O)N[C@@H](CCSC)C(=O)N)C)CCC1)C(=O)OC(C)(C)C (BocPro-Phe-MePhe-Sar-Leu-MetNH2), FC(C(=O)O)(F)F (trifluoroacetic acid). Run in C(Cl)Cl (methylene dichloride). Product: N1[C@H](C(=O)N[C@@H](CC2=CC=CC=C2)C(=O)N([C@@H](CC2=CC=CC=C2)C(=O)NCC(=O)N[C@@H](CC(C)C)C(=O)N[C@@H](CCSC)C(=O)N)C)CCCC1 (HPro-Phe-MePhe-Gly-Leu-MetNH2). As a reaction SMILES: [N:1]1([C:53](OC(C)(C)C)=O)[CH2:52][CH2:51][CH2:50][C@H:2]1[C:3]([NH:5][C@H:6]([C:14]([N:16]([CH3:49])[C@H:17]([C:25]([N:27]([CH2:29][C:30]([NH:32][C@H:33]([C:38]([NH:40][C@H:41]([C:46]([NH2:48])=[O:47])[CH2:42][CH2:43][S:44][CH3:45])=[O:39])[CH2:34][CH:35]([CH3:37])[CH3:36])=[O:31])C)=[O:26])[CH2:18][C:19]1[CH:24]=[CH:23][CH:22]=[CH:21][CH:20]=1)=[O:15])[CH2:7][C:8]1[CH:13]=[CH:12][CH:11]=[CH:10][CH:9]=1)=[O:4].FC(F)(F)C(O)=O>C(Cl)Cl>[NH:1]1[CH2:53][CH2:52][CH2:51][CH2:50][C@H:2]1[C:3]([NH:5][C@H:6]([C:14]([N:16]([CH3:49])[C@H:17]([C:25]([NH:27][CH2:29][C:30]([NH:32][C@H:33]([C:38]([NH:40][C@H:41]([C:46]([NH2:48])=[O:47])[CH2:42][CH2:43][S:44][CH3:45])=[O:39])[CH2:34][CH:35]([CH3:37])[CH3:36])=[O:31])=[O:26])[CH2:18][C:19]1[CH:20]=[CH:21][CH:22]=[CH:23][CH:24]=1)=[O:15])[CH2:7][C:8]1[CH:13]=[CH:12][CH:11]=[CH:10][CH:9]=1)=[O:4]. Reported procedure: Condensation of BocPro-Phe-MePheNHNH2 (0.86 g.) and HSar-Leu-MetNH2 (Example 3, 0.63 g.) by the acyl azide method (Yajima et al., Chem. Pharm. Bull., vol. 19, p. 1900, 1971) gave BocPro-Phe-MePhe-Sar-Leu-MetNH2 in 75% yield. De-t-butoxycarbonylation of BocPro-Phe-MePhe-Sar-Leu-MetNH2 (0.90 g.) using trifluoroacetic acid in methylene dichloride gave HPro-Phe-MePhe-Gly-Leu-MetNH2, which was isolated as the amorphous white solid phosphate (1:1) salt in 59% yield. Starting materials: BrCC1=CC=CC=2CCOC21 (7-(bromomethyl)-2,3-dihydro-1-benzofuran), [N-]=[N+]=[N-].[Na+] (sodium azide), O (water). The solvent is CN(C=O)C (N,N-dimethylformamide). Reaction conditions: time 3 hour. Yields the product N(=[N+]=[N-])CC1=CC=CC=2CCOC21 (7-(azidomethyl)-2,3-dihydro-1-benzofuran). Reaction SMILES: Br[CH2:2][C:3]1[C:11]2[O:10][CH2:9][CH2:8][C:7]=2[CH:6]=[CH:5][CH:4]=1.[N-:12]=[N+:13]=[N-:14].[Na+].O>CN(C)C=O>[N:12]([CH2:2][C:3]1[C:11]2[O:10][CH2:9][CH2:8][C:7]=2[CH:6]=[CH:5][CH:4]=1)=[N+:13]=[N-:14] |f:1.2|. Procedure: The product of Example 48B (4.40 g) in N,N-dimethylformamide (60 mL) at room temperature was treated in one portion with sodium azide (5.37 g), stirred for 3 hours, poured into water and extracted with diethylether (2×100 mL). The organics were dried (sodium sulfate), filtered, and the filtrate concentrated under reduced pressure. The residue was purified by flash chromatography (5% ethyl acetate/hexane) to provide the title compound. 1H NMR (CDCl3) δ 3.23 (t, 2H), 4.31 (s, 2H), 4.60 (t, 2H), 6....